describe an organic reaction: reactants, conditions, products, and yield From a dataset of the Open Reaction Database (ORD), a public repository of structured organic reaction records. RXN SMILES: [C:1]1([CH2:7][C:8]#[N:9])[CH:6]=[CH:5][CH:4]=[CH:3][CH:2]=1.Cl[C:11]1[CH:18]=[CH:17][CH:16]=[CH:15][C:12]=1[C:13]#[N:14].CC(C)([O-])C.[K+].Br[CH2:26][C:27]([O:29][C:30]([CH3:33])([CH3:32])[CH3:31])=[O:28].Cl>CN(C=O)C.C1(C)C=CC=CC=1.CCCCCCC>[NH2:14][C:13]1[C:12]2[C:11](=[CH:18][CH:17]=[CH:16][CH:15]=2)[C:7]([C:8]#[N:9])([C:1]2[CH:6]=[CH:5][CH:4]=[CH:3][CH:2]=2)[C:26]=1[C:27]([O:29][C:30]([CH3:33])([CH3:32])[CH3:31])=[O:28] |f:2.3|. The product is NC1=C(C(C2=CC=CC=C12)(C1=CC=CC=C1)C#N)C(=O)OC(C)(C)C (tert-butyl 3-amino-1-cyano-1-phenyl-1H-indene-2-carboxylate). Yield: 46.0%. Procedure: A mixture of 2-phenylacetonitrile (5.86 g, 50 mmol) and 2-chlorobenzonitrile (7.22 g, 1.05 eq) in DMF (15 mL) was added to a solution of potassium t-butoxide (13.0 g, 2.2 eq, 95%) in DMF (30 mL) cooled with an ice-water bath at a rate such that the internal temperature not exceeding 25° C. 30 min after completion of addition, t-butyl bromoacetate (8.86 mL, 1.2 eq) was added dropwise. The resultant mixture was stirred at room temperature for 24 h, then poured to a mixture of 0.1 N HCl (200 mL), h... Run in CN(C)C=O (DMF), CN(C)C=O (DMF), C1(=CC=CC=C1)C (toluene), CCCCCCC (heptane). Reactants: C1(=CC=CC=C1)CC#N (2-phenylacetonitrile), ClC1=C(C#N)C=CC=C1 (2-chlorobenzonitrile), BrCC(=O)OC(C)(C)C (t-butyl bromoacetate), CC(C)([O-])C.[K+] (potassium t-butoxide), Cl (HCl), resultant mixture.